From a dataset of the Open Reaction Database (ORD), a public repository of structured organic reaction records. describe an organic reaction: reactants, conditions, products, and yield Starting materials: CC(C)(C)OC(=O)N(CCc1ccccc1)Cc1ccc(Oc2cnc(C(N)=O)cn2)cc1, ClCCl, O=C(O)C(F)(F)F. Yields the product NC(=O)c1cnc(Oc2ccc(CNCCc3ccccc3)cc2)cn1. Reaction SMILES: [C:1]([O:2][C:3](=[O:4])[N:7]([CH2:8][CH2:9][c:10]1[cH:11][cH:12][cH:13][cH:14][cH:15]1)[CH2:16][c:17]1[cH:18][cH:19][c:20]([O:23][c:24]2[n:25][cH:26][c:27]([C:30]([NH2:31])=[O:32])[n:28][cH:29]2)[cH:21][cH:22]1)([CH3:5])([CH3:6])[CH3:33].[Cl:41][CH2:42][Cl:43].[F:34][C:35]([F:36])([F:37])[C:38]([OH:39])=[O:40]>>[NH:7]([CH2:8][CH2:9][c:10]1[cH:11][cH:12][cH:13][cH:14][cH:15]1)[CH2:16][c:17]1[cH:18][cH:19][c:20]([O:23][c:24]2[n:25][cH:26][c:27]([C:30]([NH2:31])=[O:32])[n:28][cH:29]2)[cH:21][cH:22]1. The reactants are C([O-])(O)=O.[Na+] (sodium bicarbonate), S(=O)(Cl)Cl (Thionyl chloride), O(C1=CC=CC=C1)C=1C=C(CSCC(C(F)(F)F)(O)C2=CC=C(C=C2)OCC)C=CC1 (1,1,1-trifluoro-2-(4-ethoxyphenyl)-2-hydroxyprop-3-yl 3-phenoxybenzyl sulphide), N1C=NC=C1 (imidazole). Solvent: C(C)#N (acetonitrile). Conditions: temperature 0 celsius, time 30 minute. Product: O(C1=CC=CC=C1)C=1C=C(CSCC(C(F)(F)F)(C2=CC=C(C=C2)OCC)Cl)C=CC1 (1,1,1-trifluoro-2-chloro-2-(4-ethoxyphenyl)prop-3-yl 3-phenoxybenzyl sulphide). The yield is 69.9%. Reaction SMILES: S(Cl)([Cl:3])=O.[O:5]([C:12]1[CH:13]=[C:14]([CH:33]=[CH:34][CH:35]=1)[CH2:15][S:16][CH2:17][C:18]([C:24]1[CH:29]=[CH:28][C:27]([O:30][CH2:31][CH3:32])=[CH:26][CH:25]=1)(O)[C:19]([F:22])([F:21])[F:20])[C:6]1[CH:11]=[CH:10][CH:9]=[CH:8][CH:7]=1.N1C=CN=C1.C(=O)(O)[O-].[Na+]>C(#N)C>[O:5]([C:12]1[CH:13]=[C:14]([CH:33]=[CH:34][CH:35]=1)[CH2:15][S:16][CH2:17][C:18]([Cl:3])([C:24]1[CH:29]=[CH:28][C:27]([O:30][CH2:31][CH3:32])=[CH:26][CH:25]=1)[C:19]([F:22])([F:21])[F:20])[C:6]1[CH:11]=[CH:10][CH:9]=[CH:8][CH:7]=1 |f:3.4|. Procedure details: Thionyl chloride (0.2 g) was added to a cooled solution of 1,1,1-trifluoro-2-(4-ethoxyphenyl)-2-hydroxyprop-3-yl 3-phenoxybenzyl sulphide (0.165 g) and imidazole (0.123 g) in acetonitrile (5 cm3), the temperature of the mixture being maintained at 0° C. The reaction mixture was then allowed to warm to the ambient temperature (21° C.) and stirred for 30 minutes, before being added to a saturated aqueous solution of sodium bicarbonate (7 cm3). The product was extracted into diethyl ether (3×15 cm3... Starting materials: CN(C)CCCNc1ccc(C(=O)N2Cc3cccn3Cc3ccccc32)cn1, CCN(C(C)C)C(C)C, ClCCl, Cc1ccc(F)cc1C(=O)Cl. Product: Cc1ccc(F)cc1C(=O)N(CCCN(C)C)c1ccc(C(=O)N2Cc3cccn3Cc3ccccc32)cn1. RXN SMILES: [CH3:12][N:13]([CH2:14][CH2:15][CH2:16][NH:17][c:18]1[cH:19][cH:20][c:21]([C:24](=[O:25])[N:26]2[CH2:27][c:28]3[n:29]([cH:37][cH:38][cH:39]3)[CH2:30][c:31]3[c:32]2[cH:33][cH:34][cH:35][cH:36]3)[cH:22][n:23]1)[CH3:40].[CH:41]([N:42]([CH:43]([CH3:44])[CH3:45])[CH2:46][CH3:47])([CH3:48])[CH3:49].[Cl:50][CH2:51][Cl:52].[F:1][c:2]1[cH:3][cH:4][c:5]([CH3:11])[c:6]([C:7](=[O:8])[Cl:9])[cH:10]1>>[F:1][c:2]1[cH:3][cH:4][c:5]([CH3:11])[c:6]([C:7](=[O:8])[N:17]([CH2:16][CH2:15][CH2:14][N:13]([CH3:12])[CH3:40])[c:18]2[cH:19][cH:20][c:21]([C:24](=[O:25])[N:26]3[CH2:27][c:28]4[n:29]([cH:37][cH:38][cH:39]4)[CH2:30][c:31]4[c:32]3[cH:33][cH:34][cH:35][cH:36]4)[cH:22][n:23]2)[cH:10]1.